From a dataset of the Open Reaction Database (ORD), a public repository of structured organic reaction records. describe an organic reaction: reactants, conditions, products, and yield Starting materials: CC(=O)O, CC1(C)OCC(C(=O)Nc2cc(N)cc([N+](=O)[O-])c2)O1. Product: Nc1cc(NC(=O)C(O)CO)cc([N+](=O)[O-])c1. Reaction SMILES: [CH3:21][C:22](=[O:23])[OH:24].[NH2:1][c:2]1[cH:3][c:4]([NH:11][C:12](=[O:13])[CH:14]2[O:15][C:16]([CH3:19])([CH3:20])[O:17][CH2:18]2)[cH:5][c:6]([N+:8](=[O:9])[O-:10])[cH:7]1>>[NH2:1][c:2]1[cH:3][c:4]([NH:11][C:12](=[O:13])[CH:14]([OH:15])[CH2:18][OH:17])[cH:5][c:6]([N+:8](=[O:9])[O-:10])[cH:7]1. Starting materials: ClC(Cl)(Cl)Cl, CCOC(=O)c1c(CC)nc2c(C(F)(F)F)cccc2c1O, O=C1CCC(=O)N1Cl, CC(C)(C#N)N=NC(C)(C)C#N. Yields the product CCOC(=O)c1c(C(C)Cl)nc2c(C(F)(F)F)cccc2c1O. Reaction SMILES: [C:43]([Cl:44])([Cl:45])([Cl:46])[Cl:47].[CH2:1]([CH3:2])[c:3]1[n:4][c:5]2[c:6]([C:19]([F:20])([F:21])[F:22])[cH:7][cH:8][cH:9][c:10]2[c:11]([OH:18])[c:12]1[C:13](=[O:14])[O:15][CH2:16][CH3:17].[Cl:23][N:24]1[C:25](=[O:26])[CH2:27][CH2:28][C:29]1=[O:30].[N:31]([C:32]([CH3:33])([CH3:34])[C:35]#[N:36])=[N:37][C:38]([CH3:39])([CH3:40])[C:41]#[N:42]>>[CH:1]([CH3:2])([c:3]1[n:4][c:5]2[c:6]([C:19]([F:20])([F:21])[F:22])[cH:7][cH:8][cH:9][c:10]2[c:11]([OH:18])[c:12]1[C:13](=[O:14])[O:15][CH2:16][CH3:17])[Cl:23]. The reactants are BrC=1C=CC(=C(C(=O)C2=NC=CC=C2C2OCCO2)C1)O (2-(5-bromo-2-hydroxybenzoyl)-3-(1,3-dioxolan-2-yl)pyridine), Cl.C(C)(C)(C)ON (O-t-butyl-hydroxylamine hydrochloride), N1CCCC1 (pyrrolidine). The solvent is C(CC)O (n-propanol). Yields the product C(C)(C)(C)O\N=C(\C1=C(C=CC(=C1)Br)O)/C1=NC=CC=C1C1OCCO1 ((Z)-2-(5-bromo-2-hydroxybenzoyl)-3-(1,3-dioxolan-2-yl)pyridine O-t-butyloxime). Isolated yield 80.0%. Reaction SMILES: [Br:1][C:2]1[CH:3]=[CH:4][C:5]([OH:21])=[C:6]([CH:20]=1)[C:7]([C:9]1[C:14]([CH:15]2[O:19][CH2:18][CH2:17][O:16]2)=[CH:13][CH:12]=[CH:11][N:10]=1)=O.Cl.[C:23]([O:27][NH2:28])([CH3:26])([CH3:25])[CH3:24].N1CCCC1>C(O)CC>[C:23]([O:27]/[N:28]=[C:7](\[C:9]1[C:14]([CH:15]2[O:19][CH2:18][CH2:17][O:16]2)=[CH:13][CH:12]=[CH:11][N:10]=1)/[C:6]1[CH:20]=[C:2]([Br:1])[CH:3]=[CH:4][C:5]=1[OH:21])([CH3:26])([CH3:25])[CH3:24] |f:1.2|. Procedure: A solution of 2-(5-bromo-2-hydroxybenzoyl)-3-(1,3-dioxolan-2-yl)pyridine (2.92 g), O-t-butyl-hydroxylamine hydrochloride (2.09 g) and pyrrolidine (1.78 g) in n-propanol (40 ml) was heated for 2 hours under reflux. The reaction mixture was concentrated, to which was added water, followed by subjecting the mixture to extraction with ethyl acetate. The extract solution was washed with a saturated aqueous saline solution, dried (anhydrous sodium sulfate), and concentrated. The concentrate was purifi...